This data is from the Open Reaction Database (ORD), a public repository of structured organic reaction records. The task is: describe an organic reaction: reactants, conditions, products, and yield Starting materials: CC1=NC2=CC(=CC=C2C(N1C1=C(C=CC=C1)C)=O)[N+](=O)[O-] (2-methyl-3-o-tolyl-7-nitro-4-quinazolone), [Cl-].[NH4+] (ammonium chloride), C(C)O (ethanol). The reagents and catalysts are [Fe] (iron). The solvent is O (water). Product: CC1=NC2=CC(=CC=C2C(N1C1=C(C=CC=C1)C)=O)N (2-Methyl-3-o-tolyl-7-amino-4-quinazolone). RXN SMILES: [CH3:1][C:2]1[N:11]([C:12]2[CH:17]=[CH:16][CH:15]=[CH:14][C:13]=2[CH3:18])[C:10](=[O:19])[C:9]2[C:4](=[CH:5][C:6]([N+:20]([O-])=O)=[CH:7][CH:8]=2)[N:3]=1.[Cl-].[NH4+].C(O)C>[Fe].O>[CH3:1][C:2]1[N:11]([C:12]2[CH:17]=[CH:16][CH:15]=[CH:14][C:13]=2[CH3:18])[C:10](=[O:19])[C:9]2[C:4](=[CH:5][C:6]([NH2:20])=[CH:7][CH:8]=2)[N:3]=1 |f:1.2|. Procedure: To a mixture of 2.0 g of iron powder (reduced) and 1.0 g 2-methyl-3-o-tolyl-7-nitro-4-quinazolone (0.0036 mole) in a test tube (8"×1") was added 2 ml of 1 N ammonium chloride and 8 ml ethanol. The mixture was warmed gently in a water bath until the initial vigorous reaction had subsided. The test tube was then heated in the water bath until the solvents had evaporated (about 1 hr). The residue was extracted with four 10 ml portions of benzene, and the extracts were suction-filtered. The filtrate... The reactants are Cl.C1(=CC=CC=C1)C=1CCNCC1 (4-phenyl-1,2,3,6-tetrahydropyridine hydrochloride), ice, FC(C=1C=C(OC2CN(C2)C(=O)Cl)C=CC1)(F)F (3-[3-(trifluoromethyl)phenoxy]-1-azetidinecarbonyl chloride), C([O-])([O-])=O.[K+].[K+] (potassium carbonate). The product is C1(=CC=CC=C1)C=1CCN(CC1)C(=O)N1CC(C1)OC1=CC(=CC=C1)C(F)(F)F (1,2,3,6-Tetrahydro-4-phenyl-1-[3-[3-(trifluoromethyl)phenoxy]-1-azetidinylcarbonyl]pyridine). Procedure: A mixture of 2.8 g (0.01 mole) of 3-[3-(trifluoromethyl)phenoxy]-1-azetidinecarbonyl chloride and 2.8 g (0.02 mole) of potassium carbonate in 25 ml of tetrahydrofuran was stirred for 10 min and treated with 2 g (0.01 mole) 4-phenyl-1,2,3,6-tetrahydropyridine hydrochloride. After stirring for 30 min, approximately 2 g of ice was added and stirring continued for 18 hr. The reaction mixture was diluted with 200 ml of water and the oil which separated was extracted into methylene chloride (2×50 ml).... Yield: 111.8%. RXN SMILES: [F:1][C:2]([F:18])([F:17])[C:3]1[CH:4]=[C:5]([CH:14]=[CH:15][CH:16]=1)[O:6][CH:7]1[CH2:10][N:9]([C:11](Cl)=[O:12])[CH2:8]1.C(=O)([O-])[O-].[K+].[K+].Cl.[C:26]1([C:32]2[CH2:33][CH2:34][NH:35][CH2:36][CH:37]=2)[CH:31]=[CH:30][CH:29]=[CH:28][CH:27]=1>O1CCCC1.O>[C:26]1([C:32]2[CH2:37][CH2:36][N:35]([C:11]([N:9]3[CH2:10][CH:7]([O:6][C:5]4[CH:14]=[CH:15][CH:16]=[C:3]([C:2]([F:18])([F:17])[F:1])[CH:4]=4)[CH2:8]3)=[O:12])[CH2:34][CH:33]=2)[CH:31]=[CH:30][CH:29]=[CH:28][CH:27]=1 |f:1.2.3,4.5|. Solvent: O1CCCC1 (tetrahydrofuran), O (water). Conditions: time 10 minute. Starting materials: Cc1cnc(NC(=O)C2(c3ccc4c(c3)OC(F)(F)O4)CC2)nc1-c1ccc(C(=O)OC(C)(C)C)cc1, O=C(O)C(F)(F)F. Product: Cc1cnc(NC(=O)C2(c3ccc4c(c3)OC(F)(F)O4)CC2)nc1-c1ccc(C(=O)O)cc1. Reaction SMILES: [F:1][C:2]1([F:37])[O:3][c:4]2[c:5]([cH:7][cH:8][c:9]([C:11]3([C:14](=[O:15])[NH:16][c:17]4[n:18][cH:19][c:20]([CH3:36])[c:21](-[c:23]5[cH:24][cH:25][c:26]([C:27](=[O:28])[O:29][C:30]([CH3:31])([CH3:32])[CH3:33])[cH:34][cH:35]5)[n:22]4)[CH2:12][CH2:13]3)[cH:10]2)[O:6]1.[F:38][C:39]([F:40])([F:41])[C:42]([OH:43])=[O:44]>>[F:1][C:2]1([F:37])[O:3][c:4]2[c:5]([cH:7][cH:8][c:9]([C:11]3([C:14](=[O:15])[NH:16][c:17]4[n:18][cH:19][c:20]([CH3:36])[c:21](-[c:23]5[cH:24][cH:25][c:26]([C:27](=[O:28])[OH:29])[cH:34][cH:35]5)[n:22]4)[CH2:12][CH2:13]3)[cH:10]2)[O:6]1. The yield is 41.6%. The reagents and catalysts are [Rh] (rhodium). The solvent is CO (MeOH). Yields the product O[C@H]1CC[C@H](CC1)CC(=O)OC (Methyl (cis-4-hydroxycyclohexyl)acetate). Reaction SMILES: [OH:1][C:2]1[CH:7]=[CH:6][C:5]([CH2:8][C:9]([O:11][CH3:12])=[O:10])=[CH:4][CH:3]=1>CO.[Rh]>[OH:1][C@@H:2]1[CH2:3][CH2:4][C@H:5]([CH2:8][C:9]([O:11][CH3:12])=[O:10])[CH2:6][CH2:7]1. Reported procedure: A solution of methyl 4-hydroxyphenylacetate (10.01 g, 60.2 mmol, CAS 14199-15-6), rhodium (5% on Alumina) (0.073 g, 0.71 mmol) in MeOH (30 mL) was hydrogenated at 8 bar. The crude was filtered through Celite and concentrated at reduced pressure. The remaining colorless oil was dissolved in isohexane and EtOAc and purified by flash chromatography using EtOAc (20-50%) in isohexane to afford the title cis compound (4.31 g, 42%) as colorless oil. NMR analysis of both trans and cis isomers were compa... Starting materials: OC1=CC=C(C=C1)CC(=O)OC (methyl 4-hydroxyphenylacetate). The reactants are CC(C)(C)OC(=O)N1CCCC1(CO)c1ccc(F)cc1, ClCCl. Product: CC(C)(C)OC(=O)N1CCCC1(C=O)c1ccc(F)cc1. Reaction SMILES: [C:1]([CH3:2])([CH3:3])([CH3:4])[O:5][C:6](=[O:7])[N:8]1[C:9]([CH2:13][OH:14])([c:15]2[cH:16][cH:17][c:18]([F:21])[cH:19][cH:20]2)[CH2:10][CH2:11][CH2:12]1.[Cl:22][CH2:23][Cl:24]>>[C:1]([CH3:2])([CH3:3])([CH3:4])[O:5][C:6](=[O:7])[N:8]1[C:9]([CH:13]=[O:14])([c:15]2[cH:16][cH:17][c:18]([F:21])[cH:19][cH:20]2)[CH2:10][CH2:11][CH2:12]1. Reactants: COC=1C=C(C=CC1OC)CCN (3,4-dimethoxyphenylethylamine), COC1=CC=C(C=C1)CC(=O)Cl (4-methoxyphenyl acetyl chloride). The product is COC=1C=C(C=CC1OC)CCNC(CC1=CC=C(C=C1)OC)=O (N-[2-(3,4-Dimethoxy-phenyl)-ethyl]-4-methoxyphenyl-acetamide). RXN SMILES: [CH3:1][O:2][C:3]1[CH:4]=[C:5]([CH2:11][CH2:12][NH2:13])[CH:6]=[CH:7][C:8]=1[O:9][CH3:10].[CH3:14][O:15][C:16]1[CH:21]=[CH:20][C:19]([CH2:22][C:23](Cl)=[O:24])=[CH:18][CH:17]=1>>[CH3:1][O:2][C:3]1[CH:4]=[C:5]([CH2:11][CH2:12][NH:13][C:23](=[O:24])[CH2:22][C:19]2[CH:20]=[CH:21][C:16]([O:15][CH3:14])=[CH:17][CH:18]=2)[CH:6]=[CH:7][C:8]=1[O:9][CH3:10]. Procedure: prepared by reaction of 3,4-dimethoxyphenylethylamine with 4-methoxyphenyl acetyl chloride.